This data is from the Open Reaction Database (ORD), a public repository of structured organic reaction records. The task is: describe an organic reaction: reactants, conditions, products, and yield The reactants are 2,2'-azoisobutyronitrile, BrN1C(CCC1=O)=O (NBS), CC1=CC=CC2=C1N=C(S2)C2=CC=CC=C2 (4-methyl-2-phenyl-benzothiazole), BrN1C(CCC1=O)=O (N-bromosuccinimide). The solvent is C(Cl)(Cl)(Cl)Cl (carbon tetrachloride), C(Cl)Cl (methylene chloride). Conditions: time 8 hour. Yields the product BrCC1=CC=CC2=C1N=C(S2)C2=CC=CC=C2 (4-Bromomethyl-2-phenyl-benzothiazole). As a reaction SMILES: [CH3:1][C:2]1[C:7]2[N:8]=[C:9]([C:11]3[CH:16]=[CH:15][CH:14]=[CH:13][CH:12]=3)[S:10][C:6]=2[CH:5]=[CH:4][CH:3]=1.[Br:17]N1C(=O)CCC1=O>C(Cl)(Cl)(Cl)Cl.C(Cl)Cl>[Br:17][CH2:1][C:2]1[C:7]2[N:8]=[C:9]([C:11]3[CH:16]=[CH:15][CH:14]=[CH:13][CH:12]=3)[S:10][C:6]=2[CH:5]=[CH:4][CH:3]=1. Procedure: 42.8 g (190 mmol) of 4-methyl-2-phenyl-benzothiazole [compare Perregaard, Lawesson, Acta Chem. Scand. Ser. B, 31, 203 (1977)] were dissolved in 1 l of carbon tetrachloride, and catalytic amounts of 2,2'-azoisobutyronitrile were added. 40.6 g (0.228 mol) of N-bromosuccinimide (NBS) were were added under reflux in portions and the mixture was boiled overnight. A further 40.6 g of NBS were added and the mixture was boiled for 2 h. After cooling, the mixture was diluted with methylene chloride, wash...